This data is from the Open Reaction Database (ORD), a public repository of structured organic reaction records. The task is: describe an organic reaction: reactants, conditions, products, and yield Reaction conditions: temperature -10 celsius. Reactants: C1(=CC=CC=C1)N=C=O (phenyl isocyanate), [Li]C(C)(C)C (t-BuLi), BrC1=NNC=2CCCC3=C(C12)N=CC=C3 (1-bromo-3,4,5,6-tetrahydro-2,3,10-triaza-benzo[e]azulene). Yields the product C1(=CC=CC=C1)NC(=O)C1=NNC=2CCCC3=C(C12)N=CC=C3 (3,4,5,6-tetrahydro-2,3,10-triaza-benzo[e]azulene-1-carboxylic acid phenylamide). Solvent: CCCCC (pentane), C1CCOC1 (THF). RXN SMILES: [Li]C(C)(C)C.Br[C:7]1[C:16]2[C:15]3[N:17]=[CH:18][CH:19]=[CH:20][C:14]=3[CH2:13][CH2:12][CH2:11][C:10]=2[NH:9][N:8]=1.[C:21]1([N:27]=[C:28]=[O:29])[CH:26]=[CH:25][CH:24]=[CH:23][CH:22]=1>CCCCC.C1COCC1>[C:21]1([NH:27][C:28]([C:7]2[C:16]3[C:15]4[N:17]=[CH:18][CH:19]=[CH:20][C:14]=4[CH2:13][CH2:12][CH2:11][C:10]=3[NH:9][N:8]=2)=[O:29])[CH:26]=[CH:25][CH:24]=[CH:23][CH:22]=1. Reported procedure: 1,3-cycloheptanedione (4.0 g) in 10 mL of dimethylformamide demethyl acetal is stirred at 90° C. for 90 minutes. The excess DMF/DMA is evaporated under vacuum; ether is added to the residue. The mixture is stirred at reflux and cooled. The solid is filtered to give 4.0 g of 2-dimethylaminomethylene-cycloheptane-1,3-dione as a brownish solid. 1H NMR (CDCl3): 1.80-1.90(m, 4H), 2.60(m, 4H), 2.80(s. 3H), 3.30 (s, 3H), 7.70 (s, s, 1H). LR-MS: MW 181.23, Found: 182.1 (M+1). Step 2: A solution of hydra... Starting materials: N(=NC(=O)OC(C)C)C(=O)OC(C)C (diisopropyl azodicarboxylate), OCC1=CC=C(C=C1)C1C(CN(CC1)C(=O)OCC1=CC=CC=C1)OCC=1C=CC2=C(N(CCO2)CCCOC)C1 (benzyl 4-(4-hydroxymethylphenyl)-3-[4-(3-methoxypropyl)-3,4-dihydro-2H-benzo[1,4]oxazin-6-ylmethoxy]piperidine-1-carboxylate), OC=1C=C(C=CC1)CC(=O)OCC (ethyl (3-hydroxyphenyl)acetate), C1(=CC=CC=C1)P(C1=CC=CC=C1)C1=CC=CC=C1 (triphenylphosphine). The solvent is O1CCCC1 (tetrahydrofuran). Conditions: time 1 hour. Product: C(C)OC(=O)CC=1C=C(OCC2=CC=C(C=C2)C2C(CN(CC2)C(=O)OCC2=CC=CC=C2)OCC=2C=CC3=C(N(CCO3)CCCOC)C2)C=CC1 (Benzyl 4-[4-(3-ethoxycarbonylmethylphenoxymethyl)phenyl]-3-[4-(3-methoxypropyl)-3,4-dihydro-2H-benzo[1,4]oxazin-6-ylmethoxy]piperidine-1-carboxylate), SiO2. RXN SMILES: N(C(OC(C)C)=O)=NC(OC(C)C)=O.[OH:15][CH2:16][C:17]1[CH:22]=[CH:21][C:20]([CH:23]2[CH2:28][CH2:27][N:26]([C:29]([O:31][CH2:32][C:33]3[CH:38]=[CH:37][CH:36]=[CH:35][CH:34]=3)=[O:30])[CH2:25][CH:24]2[O:39][CH2:40][C:41]2[CH:42]=[CH:43][C:44]3[O:49][CH2:48][CH2:47][N:46]([CH2:50][CH2:51][CH2:52][O:53][CH3:54])[C:45]=3[CH:55]=2)=[CH:19][CH:18]=1.O[C:57]1[CH:58]=[C:59]([CH2:63][C:64]([O:66][CH2:67][CH3:68])=[O:65])[CH:60]=[CH:61][CH:62]=1.C1(P(C2C=CC=CC=2)C2C=CC=CC=2)C=CC=CC=1>O1CCCC1>[CH2:67]([O:66][C:64]([CH2:63][C:59]1[CH:58]=[C:57]([CH:62]=[CH:61][CH:60]=1)[O:15][CH2:16][C:17]1[CH:18]=[CH:19][C:20]([CH:23]2[CH2:28][CH2:27][N:26]([C:29]([O:31][CH2:32][C:33]3[CH:34]=[CH:35][CH:36]=[CH:37][CH:38]=3)=[O:30])[CH2:25][CH:24]2[O:39][CH2:40][C:41]2[CH:42]=[CH:43][C:44]3[O:49][CH2:48][CH2:47][N:46]([CH2:50][CH2:51][CH2:52][O:53][CH3:54])[C:45]=3[CH:55]=2)=[CH:21][CH:22]=1)=[O:65])[CH3:68]. Procedure: 0.1122 g of diisopropyl azodicarboxylate is added dropwise to a solution of 0.246 g of benzyl 4-(4-hydroxymethylphenyl)-3-[4-(3-methoxypropyl)-3,4-dihydro-2H-benzo[1,4]oxazin-6-ylmethoxy]piperidine-1-carboxylate (Example 270c), 0.1061 g of ethyl (3-hydroxyphenyl)acetate, 0.1396 g of triphenylphosphine and 5 ml of tetrahydrofuran. The solution is stirred at room temperature for 1 hour and concentrated by evaporation. The title compound is obtained as a colourless oil from the residue by means of ...